Dataset: the Open Reaction Database (ORD), a public repository of structured organic reaction records. Task: describe an organic reaction: reactants, conditions, products, and yield Starting materials: CCOC(OCC)OCC, CC1(C)OC(=O)CC(=O)O1, CCO, COc1ccc(N)cn1. The product is COc1ccc(NC=C2C(=O)OC(C)(C)OC2=O)cn1. As a reaction SMILES: [CH2:20]([O:21][CH:22]([O:23][CH2:24][CH3:25])[O:26][CH2:27][CH3:28])[CH3:29].[CH3:10][C:11]1([CH3:19])[O:12][C:13](=[O:18])[CH2:14][C:15](=[O:17])[O:16]1.[CH3:30][CH2:31][OH:32].[NH2:1][c:2]1[cH:3][cH:4][c:5]([O:8][CH3:9])[n:6][cH:7]1>>[NH:1]([c:2]1[cH:3][cH:4][c:5]([O:8][CH3:9])[n:6][cH:7]1)[CH:20]=[C:14]1[C:13](=[O:18])[O:12][C:11]([CH3:10])([CH3:19])[O:16][C:15]1=[O:17]. Reactants: B12B3C14B2B43 (boron carbide), [C-]#[Si+] (silicon carbide), [O-2].[O-2].[Ti+4] (titanium dioxide), C (carbon black). Solvent: CO (methanol). Product: B12B3C14B2B43.[O-2].[O-2].[Ti+4].[C] (boron carbide titanium dioxide carbon). RXN SMILES: [B:1]12[B:4]3[B:5]4[B:2]1[C:3]234.[O-2:6].[O-2].[Ti+4:8].[CH4:9].[C-]#[Si+]>CO>[B:1]12[B:4]3[B:5]4[B:2]1[C:3]234.[O-2:6].[O-2:6].[Ti+4:8].[C:9] |f:1.2.3,7.8.9.10.11|. Procedure details: To the boron carbide powder, 14.5 mol % of the submicron-size or nano-size titanium dioxide powder and 21.5 mol % of carbon black were incorporated, and using a methanol solvent, mixing was carried out by a planetary ball mill made of silicon carbide (SiC) at a rotational speed of 270 rpm for 1 hour, followed by drying by a evaporator and further by drying at 150° C. for 24 hours. Then, the mixture was sieved through a sieve with an opening of 250 μm to obtain a boron carbide-titanium dioxide-ca... Starting materials: CCOC(=O)CC(c1ccc(OCc2ccccc2)cc1)c1ncc(C)o1, CCO. Product: CCOC(=O)CC(c1ccc(O)cc1)c1ncc(C)o1. Reaction SMILES: [CH2:1]([c:2]1[cH:3][cH:4][cH:5][cH:6][cH:7]1)[O:8][c:9]1[cH:10][cH:11][c:12]([CH:15]([CH2:16][C:17](=[O:18])[O:19][CH2:20][CH3:21])[c:22]2[o:23][c:24]([CH3:27])[cH:25][n:26]2)[cH:13][cH:14]1.[CH3:28][CH2:29][OH:30]>>[OH:8][c:9]1[cH:10][cH:11][c:12]([CH:15]([CH2:16][C:17](=[O:18])[O:19][CH2:20][CH3:21])[c:22]2[o:23][c:24]([CH3:27])[cH:25][n:26]2)[cH:13][cH:14]1. Reactants: BrC=1C=CC(=NC1)N (5-bromopyridin-2-ylamine), BrCC(=O)OCC (ethyl 2-bromoacetate), compound. The product is Br.BrC=1C=CC(N(C1)CC(=O)OCC)=N (Ethyl (5-bromo-2-imino-1H-pyridin-1-yl)acetate hydrobromide). RXN SMILES: [Br:1][C:2]1[CH:3]=[CH:4][C:5]([NH2:8])=[N:6][CH:7]=1.Br[CH2:10][C:11]([O:13][CH2:14][CH3:15])=[O:12]>>[BrH:1].[Br:1][C:2]1[CH:3]=[CH:4][C:5](=[NH:8])[N:6]([CH2:10][C:11]([O:13][CH2:14][CH3:15])=[O:12])[CH:7]=1 |f:2.3|. Procedure: By carrying out the process as in Example 3.1 and using 5.0 g of 5-bromopyridin-2-ylamine and 9.6 ml of ethyl 2-bromoacetate, 9.56 g of compound are obtained. The reactants are C1=CC=CC=2C3=CC=CC=C3C(C12)COC(N[C@@H](CC(C)C)C(=O)N1C=C(C=2C1=NC=C(C2)Br)[C@H](C)C2=C(C(=CC=C2Cl)F)Cl)=O (((S)-1-{5-Bromo-3-[(S)-1-(2,6-dichloro-3-fluorophenyl)ethyl]pyrrolo[2,3-b]pyridine-1-carbonyl}-3-methylbutyl)carbamic acid 9H-fluoren-9-ylmethyl ester), C(C)(C)(C)OC(=O)N1CCN(CC1)C(C1=CC=C(C=C1)B1OC(C(O1)(C)C)(C)C)=O (4-[4-(4,4,5,5-Tetramethyl[1,3,2]dioxaborolan-2-yl)benzoyl]piperazine-1-carboxylic acid tert-butyl ester). The product is ClC1=C(C(=CC=C1F)Cl)[C@@H](C)C1=CNC2=NC=C(C=C21)C2=CC=C(C=C2)C(=O)N2CCNCC2 ((4-{3-[(S)-1-(2,6-Dichloro-3-fluorophenyl)ethyl]-1H-pyrrolo[2,3-b]pyridin-5-yl}phenyl)piperazin-1-ylmethanone). RXN SMILES: C1C2C(COC(=O)N[C@H](C([N:25]3[C:29]4=[N:30][CH:31]=[C:32](Br)[CH:33]=[C:28]4[C:27]([C@@H:35]([C:37]4[C:42]([Cl:43])=[CH:41][CH:40]=[C:39]([F:44])[C:38]=4[Cl:45])[CH3:36])=[CH:26]3)=O)CC(C)C)C3C(=CC=CC=3)C=2C=CC=1.C(OC([N:54]1[CH2:59][CH2:58][N:57]([C:60](=[O:76])[C:61]2[CH:66]=[CH:65][C:64](B3OC(C)(C)C(C)(C)O3)=[CH:63][CH:62]=2)[CH2:56][CH2:55]1)=O)(C)(C)C>>[Cl:45][C:38]1[C:39]([F:44])=[CH:40][CH:41]=[C:42]([Cl:43])[C:37]=1[C@H:35]([C:27]1[C:28]2[C:29](=[N:30][CH:31]=[C:32]([C:64]3[CH:63]=[CH:62][C:61]([C:60]([N:57]4[CH2:58][CH2:59][NH:54][CH2:55][CH2:56]4)=[O:76])=[CH:66][CH:65]=3)[CH:33]=2)[NH:25][CH:26]=1)[CH3:36]. Reported procedure: Example 69 was synthesized according to Suzuki coupling method described above for synthesis of example 66, using ((S)-1-{5-Bromo-3-[(S)-1-(2,6-dichloro-3-fluorophenyl)ethyl]pyrrolo[2,3-b]pyridine-1-carbonyl}-3-methylbutyl)carbamic acid 9H-fluoren-9-ylmethyl ester and 4-[4-(4,4,5,5-Tetramethyl[1,3,2]dioxaborolan-2-yl)benzoyl]piperazine-1-carboxylic acid tert-butyl ester. The crude material was purified by HPLC. MS (ES+): m/z=497.24, 499.25 (100, 69) [MH+]. HPLC: tR=0.72 min (HPLC-ACQUITY, Purity...